Dataset: the Open Reaction Database (ORD), a public repository of structured organic reaction records. Task: describe an organic reaction: reactants, conditions, products, and yield The reactants are CC(C)CCN1CCCC1C(=O)NC(=O)OCc1ccccc1, CCO. Yields the product CC(C)CCN1CCCC1C(N)=O. RXN SMILES: [CH2:1]([O:2][C:3](=[O:4])[NH:11][C:12]([CH:13]1[N:14]([CH2:18][CH2:19][CH:20]([CH3:21])[CH3:22])[CH2:15][CH2:16][CH2:17]1)=[O:23])[c:5]1[cH:6][cH:7][cH:8][cH:9][cH:10]1.[CH3:24][CH2:25][OH:26]>>[NH2:11][C:12]([CH:13]1[N:14]([CH2:18][CH2:19][CH:20]([CH3:21])[CH3:22])[CH2:15][CH2:16][CH2:17]1)=[O:23]. Reactants: CC(C)(C)[Si](C)(C)Cl, CN(C)C=O, CCOC(C)=O, CCOC(=O)c1ccc2c(c1)nc(N)n2C1CCC(O)CC1, c1c[nH]cn1. The product is CCOC(=O)c1ccc2c(c1)nc(N)n2C1CCC(O[Si](C)(C)C(C)(C)C)CC1. RXN SMILES: [C:33]([CH3:34])([CH3:35])([CH3:36])[Si:37]([CH3:38])([CH3:39])[Cl:40].[CH3:23][N:24]([CH3:25])[CH:26]=[O:27].[CH3:41][CH2:42][O:43][C:44](=[O:45])[CH3:46].[NH2:1][c:2]1[n:3][c:4]2[c:5]([n:6]1[CH:7]1[CH2:8][CH2:9][CH:10]([OH:13])[CH2:11][CH2:12]1)[cH:14][cH:15][c:16]([C:18](=[O:19])[O:20][CH2:21][CH3:22])[cH:17]2.[nH:28]1[cH:29][cH:30][n:31][cH:32]1>>[NH2:1][c:2]1[n:3][c:4]2[c:5]([n:6]1[CH:7]1[CH2:8][CH2:9][CH:10]([O:13][Si:37]([C:33]([CH3:34])([CH3:35])[CH3:36])([CH3:38])[CH3:39])[CH2:11][CH2:12]1)[cH:14][cH:15][c:16]([C:18](=[O:19])[O:20][CH2:21][CH3:22])[cH:17]2.